From a dataset of the Open Reaction Database (ORD), a public repository of structured organic reaction records. describe an organic reaction: reactants, conditions, products, and yield Starting materials: COC(=O)c1oc2ccc(Br)cc2c1C, O=C([O-])[O-], C1COCCN1, CC1(C)c2cccc(P(c3ccccc3)c3ccccc3)c2Oc2c(P(c3ccccc3)c3ccccc3)cccc21, Cc1ccccc1, [Cs+], [Cs+], O=C(C=Cc1ccccc1)C=Cc1ccccc1, O=C(C=Cc1ccccc1)C=Cc1ccccc1, O=C(C=Cc1ccccc1)C=Cc1ccccc1, [Pd], [Pd]. The product is COC(=O)c1oc2ccc(N3CCOCC3)cc2c1C. As a reaction SMILES: [Br:1][c:2]1[cH:3][cH:4][c:5]2[c:6]([c:7]([CH3:14])[c:8]([C:10](=[O:11])[O:12][CH3:13])[o:9]2)[cH:15]1.[C:22](=[O:23])([O-:24])[O-:25].[CH2:16]1[CH2:17][O:18][CH2:19][CH2:20][NH:21]1.[CH3:28][C:29]1([CH3:30])[c:31]2[cH:32][cH:33][cH:34][c:35]([P:36]([c:37]3[cH:38][cH:39][cH:40][cH:41][cH:42]3)[c:43]3[cH:44][cH:45][cH:46][cH:47][cH:48]3)[c:49]2[O:50][c:51]2[c:52]1[cH:53][cH:54][cH:55][c:56]2[P:57]([c:58]1[cH:59][cH:60][cH:61][cH:62][cH:63]1)[c:64]1[cH:65][cH:66][cH:67][cH:68][cH:69]1.[CH3:70][c:71]1[cH:72][cH:73][cH:74][cH:75][cH:76]1.[Cs+:26].[Cs+:27].[O:115]=[C:116]([CH:117]=[CH:118][c:119]1[cH:120][cH:121][cH:122][cH:123][cH:124]1)[CH:125]=[CH:126][c:127]1[cH:128][cH:129][cH:130][cH:131][cH:132]1.[O:79]=[C:80]([CH:81]=[CH:82][c:83]1[cH:84][cH:85][cH:86][cH:87][cH:88]1)[CH:89]=[CH:90][c:91]1[cH:92][cH:93][cH:94][cH:95][cH:96]1.[O:97]=[C:98]([CH:99]=[CH:100][c:101]1[cH:102][cH:103][cH:104][cH:105][cH:106]1)[CH:107]=[CH:108][c:109]1[cH:110][cH:111][cH:112][cH:113][cH:114]1.[Pd:77].[Pd:78]>>[c:2]1([N:21]2[CH2:16][CH2:17][O:18][CH2:19][CH2:20]2)[cH:3][cH:4][c:5]2[c:6]([c:7]([CH3:14])[c:8]([C:10](=[O:11])[O:12][CH3:13])[o:9]2)[cH:15]1. Starting materials: O=C(OCc1ccc([N+](=O)[O-])cc1)C1(Br)CCCCC1, O=C(OC(c1ccccc1)c1ccccc1)C(=NO)c1csc(NC(c2ccccc2)(c2ccccc2)c2ccccc2)n1. Yields the product O=C(OC(c1ccccc1)c1ccccc1)C(=NOC1(C(=O)OCc2ccc([N+](=O)[O-])cc2)CCCCC1)c1csc(NC(c2ccccc2)(c2ccccc2)c2ccccc2)n1. Reaction SMILES: [Br:45][C:46]1([C:52](=[O:53])[O:54][CH2:55][c:56]2[cH:57][cH:58][c:59]([N+:62](=[O:63])[O-:64])[cH:60][cH:61]2)[CH2:47][CH2:48][CH2:49][CH2:50][CH2:51]1.[C:1]([c:2]1[cH:3][cH:4][cH:5][cH:6][cH:7]1)([c:8]1[cH:9][cH:10][cH:11][cH:12][cH:13]1)([c:14]1[cH:15][cH:16][cH:17][cH:18][cH:19]1)[NH:20][c:21]1[s:22][cH:23][c:24]([C:26]([C:27](=[O:28])[O:29][CH:30]([c:31]2[cH:32][cH:33][cH:34][cH:35][cH:36]2)[c:37]2[cH:38][cH:39][cH:40][cH:41][cH:42]2)=[N:43][OH:44])[n:25]1>>[C:1]([c:2]1[cH:3][cH:4][cH:5][cH:6][cH:7]1)([c:8]1[cH:9][cH:10][cH:11][cH:12][cH:13]1)([c:14]1[cH:15][cH:16][cH:17][cH:18][cH:19]1)[NH:20][c:21]1[s:22][cH:23][c:24]([C:26]([C:27](=[O:28])[O:29][CH:30]([c:31]2[cH:32][cH:33][cH:34][cH:35][cH:36]2)[c:37]2[cH:38][cH:39][cH:40][cH:41][cH:42]2)=[N:43][O:44][C:46]2([C:52](=[O:53])[O:54][CH2:55][c:56]3[cH:57][cH:58][c:59]([N+:62](=[O:63])[O-:64])[cH:60][cH:61]3)[CH2:47][CH2:48][CH2:49][CH2:50][CH2:51]2)[n:25]1. The reactants are FCCBr, CCN(C(C)C)C(C)C, Oc1ccc2c(c1)NCCC2, CN(C)C=O. Yields the product Oc1ccc2c(c1)N(CCF)CCC2. RXN SMILES: [Br:12][CH2:13][CH2:14][F:15].[CH:16]([N:17]([CH:18]([CH3:19])[CH3:20])[CH2:21][CH3:22])([CH3:23])[CH3:24].[NH:1]1[CH2:2][CH2:3][CH2:4][c:5]2[cH:6][cH:7][c:8]([OH:11])[cH:9][c:10]21.[O:25]=[CH:26][N:27]([CH3:28])[CH3:29]>>[N:1]1([CH2:13][CH2:14][F:15])[CH2:2][CH2:3][CH2:4][c:5]2[cH:6][cH:7][c:8]([OH:11])[cH:9][c:10]21. The reactants are ClC1=C(C(=CC=C1)Cl)N=C=S (2,6-dichlorophenyl-isothiocyanate), NCC(=O)N (glycinamide). Product: ClC1=C(C(=CC=C1)Cl)NC(NCC(=O)N)=S (2-[3-(2,6-Dichlorophenyl)-thioureido]-acetamide). RXN SMILES: [Cl:1][C:2]1[CH:7]=[CH:6][CH:5]=[C:4]([Cl:8])[C:3]=1[N:9]=[C:10]=[S:11].[NH2:12][CH2:13][C:14]([NH2:16])=[O:15]>>[Cl:1][C:2]1[CH:7]=[CH:6][CH:5]=[C:4]([Cl:8])[C:3]=1[NH:9][C:10](=[S:11])[NH:12][CH2:13][C:14]([NH2:16])=[O:15]. Procedure details: 2-[3-(2,6-Dichlorophenyl)-thioureido]-acetamide was prepared by the procedure described in Example 2 using 40.8 g of 2,6-dichlorophenyl-isothiocyanate and 29.6 g of glycinamide. The product was obtained (54 g) as a solid, m.p. 189°-191° C. Mass spectrum (+FAB, [M+H]+) m/z 278/280/282. This intermediate was used in the next paragraph without further purification. As a reaction SMILES: [Cl:1][C:2]1[C:11]2[C:6](=[C:7]([CH3:12])[CH:8]=[CH:9][CH:10]=2)[C:5]([C:13]([OH:15])=O)=[CH:4][N:3]=1.[CH:16]12[CH2:22][CH:19]([NH:20][CH2:21]1)[CH2:18][O:17]2>>[CH:16]12[CH2:22][CH:19]([NH:20][CH2:21]1)[CH:18]([C:13]([C:5]1[C:6]3[C:11](=[CH:10][CH:9]=[CH:8][C:7]=3[CH3:12])[C:2]([Cl:1])=[N:3][CH:4]=1)=[O:15])[O:17]2. Procedure details: The title compound was prepared by using 1-chloro-5-methylisoquinolin-4-carboxylic acid (Intermediate-10) and 2-oxa-5-azabicyclo[2.2.1]heptane by following the similar procedure as described for intermediate-11a. Product: C12OC(C(NC1)C2)C(=O)C2=CN=C(C1=CC=CC(=C21)C)Cl (2-Oxa-5-azabicyclo[2.2.1]heptan-3-yl(1-chloro-5-methylisoquinolin-4-yl)methanone). The reactants are ClC1=NC=C(C2=C(C=CC=C12)C)C(=O)O (1-chloro-5-methylisoquinolin-4-carboxylic acid), C12OCC(NC1)C2 (2-oxa-5-azabicyclo[2.2.1]heptane). The reactants are CCN, CO, CSC(=NS(=O)(=O)c1ccc(N)c(F)c1)N1CC2(C=N1)CCCC2, O. The product is CCNC(=NS(=O)(=O)c1ccc(N)c(F)c1)N1CC2(C=N1)CCCC2. As a reaction SMILES: [CH3:25][CH2:26][NH2:27].[CH3:29][OH:30].[NH2:1][c:2]1[c:3]([F:24])[cH:4][c:5]([S:8](=[O:9])(=[O:10])[N:11]=[C:12]([S:13][CH3:14])[N:15]2[CH2:16][C:17]3([CH:18]=[N:19]2)[CH2:20][CH2:21][CH2:22][CH2:23]3)[cH:6][cH:7]1.[OH2:28]>>[NH2:1][c:2]1[c:3]([F:24])[cH:4][c:5]([S:8](=[O:9])(=[O:10])[N:11]=[C:12]([N:15]2[CH2:16][C:17]3([CH:18]=[N:19]2)[CH2:20][CH2:21][CH2:22][CH2:23]3)[NH:27][CH2:26][CH3:25])[cH:6][cH:7]1. The reactants are O(S(=O)(=O)C(F)(F)F)C1=CC=C(C=C1)C#N (4-cyanophenyl triflate), C(C=C)[Si](C)(C)C (allyltrimethylsilane), C([O-])([O-])=O.[K+].[K+] (potassium carbonate), C(C)#N (acetonitrile). The reagents and catalysts are C(C)(=O)[O-].[Pd+2].C(C)(=O)[O-] (palladium acetate), C1=CC=C(C=C1)P([C-]2C=CC=C2)C3=CC=CC=C3.C1=CC=C(C=C1)P([C-]2C=CC=C2)C3=CC=CC=C3.[Fe+2] (DPPF). The solvent is O (water). Product: C(#N)C1=CC=C(C=C1)C(C[Si](C)(C)C)=C (2-(4-Cyanophenyl)allyltrimethylsilane). Yield: 54.0%. As a reaction SMILES: O([C:9]1[CH:14]=[CH:13][C:12]([C:15]#[N:16])=[CH:11][CH:10]=1)S(C(F)(F)F)(=O)=O.[CH2:17]([Si:20]([CH3:23])([CH3:22])[CH3:21])[CH:18]=[CH2:19].C(=O)([O-])[O-].[K+].[K+].C(#N)C>C([O-])(=O)C.[Pd+2].C([O-])(=O)C.C1C=CC(P(C2C=CC=CC=2)[C-]2C=CC=C2)=CC=1.C1C=CC(P(C2C=CC=CC=2)[C-]2C=CC=C2)=CC=1.[Fe+2].O>[C:15]([C:12]1[CH:13]=[CH:14][C:9]([C:18](=[CH2:19])[CH2:17][Si:20]([CH3:23])([CH3:22])[CH3:21])=[CH:10][CH:11]=1)#[N:16] |f:2.3.4,6.7.8,9.10.11|. Reported procedure: Table 1, Entry 8. In the reaction tube were mixed 4-cyanophenyl triflate (0.251 g,1.0 mmol), allyltrimethylsilane (0.571 g, 5.0 mmol), palladium acetate (0.00673 g, 0.030 mmol), DPPF (0.0366 g, 0.066 mmol), potassium carbonate (0.207 g, 1.5 mmol) and 1.0 ml acetonitrile.under nitrogen. The contents of the flask were irradiated for 5.00 min with an effect of 50 W. After cooling, the product mixture was poured into 25 ml water and was extracted three times with 25 ml diethyl ether. The combined ex... Reactants: [H][H] (hydrogen), C(C)(=O)[O-].O=C1NC2=CC=CC=C2CN1C1CC[NH2+]CC1 (4-(2-oxo-1,4-dihydro-2H-quinazolin-3-yl)piperidinium acetate), C(C)(=O)N1N=CC2=CC3=C(C=C12)CN(C([C@@H](C3)NC(OCC3=CC=CC=C3)=O)=O)CC3=CC=CC=C3 ((R)-Benzyl 1-acetyl-8-benzyl-7-oxo-1,5,6,7,8,9-hexahydroazepino[4,3-f]indazol-6-ylcarbamate), C(=O)(Cl)Cl (Phosgene), C1(=CC=CC=C1)C (toluene), C([O-])([O-])=O.[K+].[K+] (Potassium carbonate). The reagents and catalysts are [Pd] (palladium on carbon). Run in CO (methanol), C(C)(=O)O (acetic acid). Reaction conditions: time 2 hour. The product is C(C1=CC=CC=C1)N1CC2=C(C=C3C=NNC3=C2)C[C@H](C1=O)NC(=O)N1CCC(CC1)N1C(NC2=CC=CC=C2C1)=O ((R)-N-(8-Benzyl-7-oxo-1,5,6,7,8,9-hexahydroazepino[4,3-f]indazol-6-yl)-4-(2-oxo-1,2-dihydroquinazolin-3(4H)-yl)piperidine-1-carboxamide). Isolated yield 11.0%. Reaction SMILES: C([N:4]1[C:12]2[C:7](=[CH:8][C:9]3[CH2:17][C@@H:16]([NH:18][C:19](=O)[O:20]CC4C=CC=CC=4)[C:15](=[O:29])[N:14]([CH2:30][C:31]4[CH:36]=[CH:35][CH:34]=[CH:33][CH:32]=4)[CH2:13][C:10]=3[CH:11]=2)[CH:6]=[N:5]1)(=O)C.[H][H].[C:39](Cl)(Cl)=[O:40].C1(C)C=CC=CC=1.C([O-])(=O)C.O=C1[N:64]([CH:65]2[CH2:70][CH2:69][NH2+:68][CH2:67][CH2:66]2)[CH2:63][C:62]2[C:57](=[CH:58][CH:59]=[CH:60][CH:61]=2)[NH:56]1.C(=O)([O-])[O-].[K+].[K+]>CO.C(O)(=O)C.[Pd]>[CH2:30]([N:14]1[C:15](=[O:29])[C@H:16]([NH:18][C:19]([N:68]2[CH2:67][CH2:66][CH:65]([N:64]3[CH2:63][C:62]4[C:57](=[CH:58][CH:59]=[CH:60][CH:61]=4)[NH:56][C:39]3=[O:40])[CH2:70][CH2:69]2)=[O:20])[CH2:17][C:9]2[CH:8]=[C:7]3[C:12](=[CH:11][C:10]=2[CH2:13]1)[NH:4][N:5]=[CH:6]3)[C:31]1[CH:36]=[CH:35][CH:34]=[CH:33][CH:32]=1 |f:4.5,6.7.8|. Procedure details: (R)-Benzyl 1-acetyl-8-benzyl-7-oxo-1,5,6,7,8,9-hexahydroazepino[4,3-f]indazol-6-ylcarbamate (52 mg, 0.11 mmol) was dissolved in a mixture of methanol (7 mL) and acetic acid (100 μL). A catalytic amount of 10% palladium on carbon was added to the mixture. Reaction was placed on a Parr apparatus under 60 psi of hydrogen gas. Reaction shook at room temperature for 2 hours. Mixture was filtered. Filtrate was concentrated. Residue was dissolved in dichloromethane (5 mL). Aqueous sodium bicarbonate (5...